Dataset: the Open Reaction Database (ORD), a public repository of structured organic reaction records. Task: describe an organic reaction: reactants, conditions, products, and yield Starting materials: OC(CNCCC1=C(C(=C(C=C1)OC)OC)Cl)C1=CC=C(C=C1)OC (N-[2-hydroxy-2-(4-methoxyphenyl)ethyl]-2-(2-chloro-3,4-dimethoxyphenyl)ethylamine), OS(=O)(=O)O (H2SO4). Run in C(=O)(C(F)(F)F)O (CF3COOH). Conditions: time 4 hour. Yields the product ClC1=C(C(=CC=2C(CNCCC21)C2=CC=C(C=C2)OC)OC)OC (6-chloro-2,3,4,5-tetrahydro-7,8-dimethoxy-1-(4-methoxyphenyl)-1H-3-benzazepine). The yield is 83.5%. As a reaction SMILES: O[CH:2]([C:18]1[CH:23]=[CH:22][C:21]([O:24][CH3:25])=[CH:20][CH:19]=1)[CH2:3][NH:4][CH2:5][CH2:6][C:7]1[CH:12]=[CH:11][C:10]([O:13][CH3:14])=[C:9]([O:15][CH3:16])[C:8]=1[Cl:17].OS(O)(=O)=O>C(O)(C(F)(F)F)=O>[Cl:17][C:8]1[C:7]2[CH2:6][CH2:5][NH:4][CH2:3][CH:2]([C:18]3[CH:23]=[CH:22][C:21]([O:24][CH3:25])=[CH:20][CH:19]=3)[C:12]=2[CH:11]=[C:10]([O:13][CH3:14])[C:9]=1[O:15][CH3:16]. Procedure: 7.87 g of N-[2-hydroxy-2-(4-methoxyphenyl)ethyl]-2-(2-chloro-3,4-dimethoxyphenyl)ethylamine was dissolved in 59 ml of CF3COOH. 1.7 ml of concentrated H2SO4 was added to the solution and the reaction was conducted for 4 hours. After the completion of the reaction followed by concentration under reduced pressure, 100 ml of CHCl3 and 50 ml of 10% NaOH were added to the residue to conduct extraction. The extract was washed with water, dehydrated over MgSO4 and concentrated to dryness under reduced p... Starting materials: CCCC[Sn](Cl)(CCCC)CCCC, C1CCOC1, CC(C)[Mg+], [Cl-], [Cl-], [Cl-], FC(F)(F)c1ccc(-c2cc(C(F)(F)F)nc(-n3cnc(I)c3)n2)cc1, [Li+], [NH4+]. Yields the product CCCC[Sn](CCCC)(CCCC)c1cn(-c2nc(-c3ccc(C(F)(F)F)cc3)cc(C(F)(F)F)n2)cn1. Reaction SMILES: [CH2:34]([CH2:35][CH2:36][CH3:37])[Sn:38]([CH2:39][CH2:40][CH2:41][CH3:42])([CH2:43][CH2:44][CH2:45][CH3:46])[Cl:47].[CH2:50]1[O:51][CH2:52][CH2:53][CH2:54]1.[CH:30]([Mg+:31])([CH3:32])[CH3:33].[Cl-:27].[Cl-:29].[Cl-:48].[I:1][c:2]1[n:3][cH:4][n:5](-[c:7]2[n:8][c:9](-[c:17]3[cH:18][cH:19][c:20]([C:23]([F:24])([F:25])[F:26])[cH:21][cH:22]3)[cH:10][c:11]([C:13]([F:14])([F:15])[F:16])[n:12]2)[cH:6]1.[Li+:28].[NH4+:49]>>[c:2]1([Sn:38]([CH2:34][CH2:35][CH2:36][CH3:37])([CH2:39][CH2:40][CH2:41][CH3:42])[CH2:43][CH2:44][CH2:45][CH3:46])[n:3][cH:4][n:5](-[c:7]2[n:8][c:9](-[c:17]3[cH:18][cH:19][c:20]([C:23]([F:24])([F:25])[F:26])[cH:21][cH:22]3)[cH:10][c:11]([C:13]([F:14])([F:15])[F:16])[n:12]2)[cH:6]1. The reactants are FC1=CC=C(CN)C=C1 (4-fluorobenzylamine), ClC=1C2=C(N=C(N1)C=1C=NC=CC1)SC(=C2Cl)C (4-chloro-2-(pyridin-3-yl)-5-chloro-6-methyl-thieno-[2,3-d]-pyrimidine). Yields the product N1=CC(=CC=C1)C=1N=C(C2=C(N1)SC(=C2Cl)C)NCC2=CC=C(C=C2)F (2-(pyridin-3-yl)-4-(4-fluorobenzylamino)-5-chloro-6-methyl-thieno-[2,3-d]-pyrimidine). As a reaction SMILES: [F:1][C:2]1[CH:9]=[CH:8][C:5]([CH2:6][NH2:7])=[CH:4][CH:3]=1.Cl[C:11]1[C:12]2[C:25]([Cl:26])=[C:24]([CH3:27])[S:23][C:13]=2[N:14]=[C:15]([C:17]2[CH:18]=[N:19][CH:20]=[CH:21][CH:22]=2)[N:16]=1>>[N:19]1[CH:20]=[CH:21][CH:22]=[C:17]([C:15]2[N:16]=[C:11]([NH:7][CH2:6][C:5]3[CH:8]=[CH:9][C:2]([F:1])=[CH:3][CH:4]=3)[C:12]3[C:25]([Cl:26])=[C:24]([CH3:27])[S:23][C:13]=3[N:14]=2)[CH:18]=1. Procedure details: With the procedure of Example 1, the reaction of 4-fluorobenzylamine with 4-chloro-2-(pyridin-3-yl)-5-chloro-6-methyl-thieno-[2,3-d]-pyrimidine yields 2-(pyridin-3-yl)-4-(4-fluorobenzylamino)-5-chloro-6-methyl-thieno-[2,3-d]-pyrimidine. Starting materials: COC(CCC1=NC(=CC=C1O)I)=O (3-(3-hydroxy-6-iodo-2-pyridyl)-propionic acid methyl ester), COC(CCC#C)=O (4-pentynoic acid methyl ester). Yields the product COC(CCC#CC1=CC=C(C(=N1)CCC(=O)OC)O)=O (5-[3-hydroxy-2-(2-methoxycarbonylethyl)-6-pyridyl]-4-pentynoic acid methyl ester). Isolated yield 84.3%. RXN SMILES: [CH3:1][O:2][C:3](=[O:14])[CH2:4][CH2:5][C:6]1[C:11]([OH:12])=[CH:10][CH:9]=[C:8](I)[N:7]=1.[CH3:15][O:16][C:17](=[O:22])[CH2:18][CH2:19][C:20]#[CH:21]>>[CH3:15][O:16][C:17](=[O:22])[CH2:18][CH2:19][C:20]#[C:21][C:8]1[N:7]=[C:6]([CH2:5][CH2:4][C:3]([O:2][CH3:1])=[O:14])[C:11]([OH:12])=[CH:10][CH:9]=1. Reported procedure: Under the conditions of example 5A, 2 g of 3-(3-hydroxy-6-iodo-2-pyridyl)-propionic acid methyl ester is reacted with 0.8 g of 4-pentynoic acid methyl ester, worked up, and the crude product is chromatographed on silica gel with hexane/0-30% ethyl acetate. 1.6 g of 5-[3-hydroxy-2-(2-methoxycarbonylethyl)-6-pyridyl]-4-pentynoic acid methyl ester of melting point 119°-121° C. is obtained. The reactants are N([C@@H](CC1=CC=C(C=C1)O)C(=O)N[C@H]([C@@H](O)C)C(=O)NCC(=O)O)C(=O)OCC1=CC=CC=C1 (Z-Tyr-(D)-Thr-Gly-OH), N([C@@H](CC1=CC=C(C=C1)O)C(=O)N[C@H](CCC)C(=O)NCC(=O)N[C@@H](CC1=CC=CC=C1)C(=O)NNC(=O)C)C(=O)OCC1=CC=CC=C1 (Z-Tyr-(D)-Nva-Gly-Phe-NH-NH-COCH3). The product is N[C@@H](CC1=CC=C(C=C1)O)C(=O)N[C@H](CCC)C(=O)NCC(=O)N[C@@H](CC1=CC=CC=C1)C(=O)NNC(=O)C (H-Tyr-(D)-Nva-Gly-Phe-NH-NH-COCH3). Yield: 49.9%. As a reaction SMILES: [NH:1](C(OCC1C=CC=CC=1)=O)[C@H:2]([C:11]([NH:13][C@@H:14]([C:18]([NH:20][CH2:21][C:22]([NH:24][C@H:25]([C:33]([NH:35][NH:36][C:37]([CH3:39])=[O:38])=[O:34])[CH2:26][C:27]1[CH:32]=[CH:31][CH:30]=[CH:29][CH:28]=1)=[O:23])=[O:19])[CH2:15][CH2:16][CH3:17])=[O:12])[CH2:3][C:4]1[CH:9]=[CH:8][C:7]([OH:10])=[CH:6][CH:5]=1.N(C(OCC1C=CC=CC=1)=O)[C@H](C(N[C@@H](C(NCC(O)=O)=O)[C@H](C)O)=O)CC1C=CC(O)=CC=1>>[NH2:1][C@H:2]([C:11]([NH:13][C@@H:14]([C:18]([NH:20][CH2:21][C:22]([NH:24][C@H:25]([C:33]([NH:35][NH:36][C:37]([CH3:39])=[O:38])=[O:34])[CH2:26][C:27]1[CH:28]=[CH:29][CH:30]=[CH:31][CH:32]=1)=[O:23])=[O:19])[CH2:15][CH2:16][CH3:17])=[O:12])[CH2:3][C:4]1[CH:9]=[CH:8][C:7]([OH:10])=[CH:6][CH:5]=1. Procedure details: Using Z-Tyr-(D)-Nva-Gly-Phe-NH-NH-COCH3 (0.40 g), the desired compound(0.16 g) is obtained in a similar manner to (II) of Example 4. Rf2 =0.36, [α]D23 +22.6° (c=0.30, MeOH). Amino acid analysis (hydrolized with HCl): Gly 1.00, Nva 1.10, Tyr 0.99, Phe 1.07.